From a dataset of the Open Reaction Database (ORD), a public repository of structured organic reaction records. describe an organic reaction: reactants, conditions, products, and yield The reactants are ClCC1=C(C=CC2=CC=CC=C12)C (1-Chloromethyl-2-methylnaphthalene), acetone-hexanes, [C-]#N.[K+] (KCN), CCO (EtOH). Run in O (H2O). Reaction conditions: temperature 80 celsius, time 18 hour. Product: CC1=C(C2=CC=CC=C2C=C1)CC#N ((2-methyl-naphthalen-1-yl)-acetonitrile). RXN SMILES: Cl[CH2:2][C:3]1[C:12]2[C:7](=[CH:8][CH:9]=[CH:10][CH:11]=2)[CH:6]=[CH:5][C:4]=1[CH3:13].[C-:14]#[N:15].[K+].CCO>O>[CH3:13][C:4]1[CH:5]=[CH:6][C:7]2[C:12](=[CH:11][CH:10]=[CH:9][CH:8]=2)[C:3]=1[CH2:2][C:14]#[N:15] |f:1.2|. Reported procedure: 1-Chloromethyl-2-methylnaphthalene (5.00 g, 26.3 mmol) and KCN (5.12 g, 78.8 mmol) were combined in H2O (20 mL) and EtOH (40 mL) in a round bottom flask fitted with a reflux condenser. The mix was stirred at 80° C. for 18 hours. TLC analysis (silica, 10% acetone-hexanes) indicated consumption of the starting chloromethylnaphthalene. The reaction was allowed to cool to room temperature and then was diluted with H2O. The dilution was extracted three times with EtOAc. The organic extracts were comb...